From a dataset of the Open Reaction Database (ORD), a public repository of structured organic reaction records. describe an organic reaction: reactants, conditions, products, and yield Reactants: COC1=CC2=C(NC(N(CC2)C2CCNCC2)=O)C=C1 (7-methoxy-3-piperidin-4-yl-1,3,4,5-tetrahydro-benzo[d][1,3]diazepin-2-one), ClC1=CC(=NC=N1)C(=O)C1=CC2=C(N(C(O2)=O)CC)C(=C1)C (6-(6-chloro-pyrimidine-4-carbonyl)-3-ethyl-4-methyl-3H-benzoxazol-2-one), CCN(C(C)C)C(C)C (DIPEA). Solvent: CN(C)C=O (DMF). Run at time 8 hour. The product is C(C)N1C(OC2=C1C(=CC(=C2)C(=O)C2=CC(=NC=N2)N2CCC(CC2)N2C(NC1=C(CC2)C=C(C=C1)OC)=O)C)=O (3-{1-[6-(3-ethyl-4-methyl-2-oxo-2,3-dihydro-benzoxazole-6-carbonyl)-pyrimidin-4-yl]-piperidin-4-yl}-7-methoxy-1,3,4,5-tetrahydro-benzo[d][1,3]diazepin-2-one). Reaction SMILES: [CH3:1][O:2][C:3]1[CH:20]=[CH:19][C:6]2[NH:7][C:8](=[O:18])[N:9]([CH:12]3[CH2:17][CH2:16][NH:15][CH2:14][CH2:13]3)[CH2:10][CH2:11][C:5]=2[CH:4]=1.Cl[C:22]1[N:27]=[CH:26][N:25]=[C:24]([C:28]([C:30]2[CH:41]=[C:40]([CH3:42])[C:33]3[N:34]([CH2:38][CH3:39])[C:35](=[O:37])[O:36][C:32]=3[CH:31]=2)=[O:29])[CH:23]=1.CCN(C(C)C)C(C)C>CN(C=O)C>[CH2:38]([N:34]1[C:33]2[C:40]([CH3:42])=[CH:41][C:30]([C:28]([C:24]3[N:25]=[CH:26][N:27]=[C:22]([N:15]4[CH2:14][CH2:13][CH:12]([N:9]5[CH2:10][CH2:11][C:5]6[CH:4]=[C:3]([O:2][CH3:1])[CH:20]=[CH:19][C:6]=6[NH:7][C:8]5=[O:18])[CH2:17][CH2:16]4)[CH:23]=3)=[O:29])=[CH:31][C:32]=2[O:36][C:35]1=[O:37])[CH3:39]. Procedure: 44 mg (0.20 mmol) 7-methoxy-3-piperidin-4-yl-1,3,4,5-tetrahydro-benzo[d][1,3]diazepin-2-one, 50 mg (0.20 mmol) 6-(6-chloro-pyrimidine-4-carbonyl)-3-ethyl-4-methyl-3H-benzoxazol-2-one and 56 μL (0.30 mmol) DIPEA were combined in 2 mL DMF and stirred overnight at RT. The reaction mixture was purified by preparative HPLC. The fractions containing the product were combined, the organic solvent was evaporated down and the residue was neutralised with 1N aqueous sodium hydroxide solution. The precipit...